This data is from the Open Reaction Database (ORD), a public repository of structured organic reaction records. The task is: describe an organic reaction: reactants, conditions, products, and yield Starting materials: C(C)OCC (Diethyl ether), FC(C(=O)O)(F)F (trifluoroacetic acid), C([O-])(O)=O.[Na+] (sodium bicarbonate), FC(C(=O)O)(F)F (trifluoroacetic acid), CC1(OC2=C(O1)C=CC(=C2NC(OC(C)(C)C)=O)F)C (t-butyl N-(2,2-dimethyl-5-fluoro-1,3-benzodioxol-4-yl)carbamate). Run in O (water). Reaction conditions: time 90 minute. The product is NC1=C(C=CC=2OC(OC21)(C)C)F (4-amino-2,2-dimethyl-5-fluoro-1,3-benzodioxole). The yield is 65.2%. As a reaction SMILES: FC(F)(F)C(O)=O.[CH3:8][C:9]1([CH3:27])[O:13][C:12]2[CH:14]=[CH:15][C:16]([F:26])=[C:17]([NH:18]C(=O)OC(C)(C)C)[C:11]=2[O:10]1.C(OCC)C.C(=O)(O)[O-].[Na+]>O>[NH2:18][C:17]1[C:11]2[O:10][C:9]([CH3:8])([CH3:27])[O:13][C:12]=2[CH:14]=[CH:15][C:16]=1[F:26] |f:3.4|. Procedure: In a flask was placed 50 mL of trifluoroacetic acid which was cooled to 0° C. To this cooled trifluoroacetic acid was added 11.5 g (0.041 mole) of t-butyl N-(2,2-dimethyl-5-fluoro-1,3-benzodioxol-4-yl)carbamate. This mixture was allowed to warm to ambient temperature at which it was stirred for 90 minutes. Diethyl ether and water were added to the mixture which was made basic with sodium bicarbonate. The organic phase was separated from the aqueous phase, and the former was dried with anhydrous ... The reactants are C(CCC)N=C=O (n-butyl isocyanate), CN1C(OC2(C1=C)CCNCC2)=O (3-methyl-4-methylene-2-oxo-1-oxa-3,8-diazaspiro[4,5]decane). Solvent: C(C)#N (acetonitrile). Yields the product C(CCC)NC(=O)N1CCC2(C(N(C(O2)=O)C)=C)CC1 (8-butylcarbamoyl-3-methyl-4-methylene-2-oxo-1-oxa-3,8-diazaspiro[4,5]decane). Isolated yield 91.3%. RXN SMILES: [CH2:1]([N:5]=[C:6]=[O:7])[CH2:2][CH2:3][CH3:4].[CH3:8][N:9]1[C:13](=[CH2:14])[C:12]2([CH2:19][CH2:18][NH:17][CH2:16][CH2:15]2)[O:11][C:10]1=[O:20]>C(#N)C>[CH2:1]([NH:5][C:6]([N:17]1[CH2:18][CH2:19][C:12]2([O:11][C:10](=[O:20])[N:9]([CH3:8])[C:13]2=[CH2:14])[CH2:15][CH2:16]1)=[O:7])[CH2:2][CH2:3][CH3:4]. Procedure: 2.25 ml of n-butyl isocyanate are dropped to a suspension of 3.64 g of 3-methyl-4-methylene-2-oxo-1-oxa-3,8-diazaspiro[4,5]decane in 18 ml of acetonitrile while stirring under argon. Since the reaction is exothermic, the temperature is maintained at 25° to 30° C. by cooling. After 15 minutes the reaction mixture is evaporated under reduced pressure. The white solid evaporation residue is recrystallized from ethyl acetate to obtain the title compound in 91.3% yield, m.p.: 129°-130° C. Reactants: BrC\C(\C(=O)O)=C/C1=CC=CC=C1 ((Z)-2-bromomethyl-3-phenylpropenoic acid), C(C1=CC=CC=C1)(=S)O (thiobenzoic acid). Yields the product C(C1=CC=CC=C1)(=O)SC\C(\C(=O)O)=C/C1=CC=CC=C1 ((Z)-2-benzoylthiomethyl-3-phenylpropenoic acid). Isolated yield 67.0%. RXN SMILES: Br[CH2:2]/[C:3](=[CH:7]\[C:8]1[CH:13]=[CH:12][CH:11]=[CH:10][CH:9]=1)/[C:4]([OH:6])=[O:5].[C:14]([OH:22])(=[S:21])[C:15]1[CH:20]=[CH:19][CH:18]=[CH:17][CH:16]=1>>[C:14]([S:21][CH2:2]/[C:3](=[CH:7]\[C:8]1[CH:13]=[CH:12][CH:11]=[CH:10][CH:9]=1)/[C:4]([OH:6])=[O:5])(=[O:22])[C:15]1[CH:20]=[CH:19][CH:18]=[CH:17][CH:16]=1. Procedure: The (Z)-2-bromomethyl-3-phenylpropenoic acid described in Example 1 (step A) is reacted with thiobenzoic acid according to the experimental procedure described in Example 1 (step B). Yield=67% (recrystallized in ether) m.p. 160° C. 1H NMR CDCl3 /TMS): 8.15 to 7.80 (m, 3H); 7.70 to 7.20 (m, 8H); 4.20 (s, 2H) Starting materials: FC1=CC(=C(C#N)C=C1)OC (4-fluoro-2-methoxybenzonitrile), C1CC(=O)N(C1=O)Br (NBS). Product: BrC=1C(=CC(=C(C#N)C1)OC)F (5-bromo-4-fluoro-2-methoxybenzonitrile). Reported procedure: To a 500 mL flask was added 4-fluoro-2-methoxybenzonitrile (9.00 g, 59.5 mmol), NBS (12.7 g, 71.5 mmol) and TFA (40 mL); the resulting mixture was stirred for 4 h at 65° C. Analysis of the reaction by LC indicated completion of the reaction. The reaction mixture was concentrated to dryness, treated with EtOAc (200 mL) and washed with brine and water, dried (Na2SO4), filtered and concentrated to dryness. The resulting organic residue was purified by MPLC with the solvent systems of hexanes/EtOAc=... Run at temperature 65 celsius, time 4 hour. As a reaction SMILES: [F:1][C:2]1[CH:9]=[CH:8][C:5]([C:6]#[N:7])=[C:4]([O:10][CH3:11])[CH:3]=1.C1C(=O)N([Br:19])C(=O)C1>C(O)(C(F)(F)F)=O>[Br:19][C:9]1[C:2]([F:1])=[CH:3][C:4]([O:10][CH3:11])=[C:5]([CH:8]=1)[C:6]#[N:7]. Solvent: C(=O)(C(F)(F)F)O (TFA). Reactants: NC1=CC(=C(C(=O)OCC)C=C1[N+](=O)[O-])OCC (Ethyl 4-amino-2-ethoxy-5-nitro-benzoate). The reagents and catalysts are [Pd] (palladium on charcoal). Run in C(C)O (ethanol). Yields the product NC1=CC(=C(C(=O)OCC)C=C1N)OCC (Ethyl 4,5-diamino-2-ethoxy-benzoate). RXN SMILES: [NH2:1][C:2]1[C:12]([N+:13]([O-])=O)=[CH:11][C:5]([C:6]([O:8][CH2:9][CH3:10])=[O:7])=[C:4]([O:16][CH2:17][CH3:18])[CH:3]=1>[Pd].C(O)C>[NH2:1][C:2]1[C:12]([NH2:13])=[CH:11][C:5]([C:6]([O:8][CH2:9][CH3:10])=[O:7])=[C:4]([O:16][CH2:17][CH3:18])[CH:3]=1. Procedure details: Prepared analogously to example 1b from the product obtained from (599b) by hydrogenation with palladium on charcoal in ethanol. Procedure: To a solution of pivalic acid 6-{2-{ethyl[4-(8-methyl-8-azabicyclo[3.2.1 ]oct-3-yloxy)benzyl]amino}-4-methoxyphenyl}-5,6,7,8-tetrahydronaphthalen-2-yl ester (19 mg) in ethanol (1 ml) was added an aqueous solution of 1N sodium hydroxide (0.2 ml), and the solution was stirred for 1.5 hours at 60° C. The solution was neutralized with 1N hydrochloric acid, extracted with ethyl acetate, then sequentially washed with water and brine, dried over anhydrous magnesium sulfate, and then the solvent was eva... Isolated yield 73.2%. Run at temperature 60 celsius, time 1.5 hour. Product: C(C)N(C1=C(C=CC(=C1)OC)C1CC=2C=CC(=CC2CC1)O)CC1=CC=C(C=C1)OC1CC2CCC(C1)N2C (6-{2-{Ethyl[4-(8-methyl-8-azabicyclo[3.2.1 ]oct-3-yloxy)benzyl]amino}-4-methoxyphenyl}-5,6,7,8-tetrahydronaphthalen-2-ol). Starting materials: C(C)N(C1=C(C=CC(=C1)OC)C1CC=2C=CC(=CC2CC1)OC(C(C)(C)C)=O)CC1=CC=C(C=C1)OC1CC2CCC(C1)N2C (pivalic acid 6-{2-{ethyl[4-(8-methyl-8-azabicyclo[3.2.1 ]oct-3-yloxy)benzyl]amino}-4-methoxyphenyl}-5,6,7,8-tetrahydronaphthalen-2-yl ester), [OH-].[Na+] (sodium hydroxide), Cl (hydrochloric acid). Reaction SMILES: [CH2:1]([N:3]([CH2:29][C:30]1[CH:35]=[CH:34][C:33]([O:36][CH:37]2[CH2:43][CH:42]3[N:44]([CH3:45])[CH:39]([CH2:40][CH2:41]3)[CH2:38]2)=[CH:32][CH:31]=1)[C:4]1[CH:9]=[C:8]([O:10][CH3:11])[CH:7]=[CH:6][C:5]=1[CH:12]1[CH2:21][CH2:20][C:19]2[CH:18]=[C:17]([O:22]C(=O)C(C)(C)C)[CH:16]=[CH:15][C:14]=2[CH2:13]1)[CH3:2].[OH-].[Na+].Cl>C(O)C>[CH2:1]([N:3]([CH2:29][C:30]1[CH:31]=[CH:32][C:33]([O:36][CH:37]2[CH2:43][CH:42]3[N:44]([CH3:45])[CH:39]([CH2:40][CH2:41]3)[CH2:38]2)=[CH:34][CH:35]=1)[C:4]1[CH:9]=[C:8]([O:10][CH3:11])[CH:7]=[CH:6][C:5]=1[CH:12]1[CH2:21][CH2:20][C:19]2[CH:18]=[C:17]([OH:22])[CH:16]=[CH:15][C:14]=2[CH2:13]1)[CH3:2] |f:1.2|. Run in C(C)O (ethanol). The reactants are ethanolamine potassium carboxylate, C(CCCCCCCCCCCCCCCCC)(=O)[O-].[K+] (potassium stearate), C([O-])([O-])=O.[K+].[K+] (potassium carbonate), tallow acid, C(O)CN (ethanolamine). Run in O (water). Run at temperature 60 celsius. Product: C(O)CN.C(CCCCCCCCCCCCCCCCC)(=O)[O-].[K+].C([O-])([O-])=O.[K+].[K+] (Ethanolamine Potassium Stearate Potassium Carbonate). As a reaction SMILES: [CH2:1]([CH2:3][NH2:4])[OH:2].[C:5]([O-:24])(=[O:23])[CH2:6][CH2:7][CH2:8][CH2:9][CH2:10][CH2:11][CH2:12][CH2:13][CH2:14][CH2:15][CH2:16][CH2:17][CH2:18][CH2:19][CH2:20][CH2:21][CH3:22].[K+:25].[C:26](=[O:29])([O-:28])[O-:27].[K+].[K+]>O>[CH2:1]([CH2:3][NH2:4])[OH:2].[C:5]([O-:24])(=[O:23])[CH2:6][CH2:7][CH2:8][CH2:9][CH2:10][CH2:11][CH2:12][CH2:13][CH2:14][CH2:15][CH2:16][CH2:17][CH2:18][CH2:19][CH2:20][CH2:21][CH3:22].[K+:25].[C:26](=[O:27])([O-:29])[O-:28].[K+:25].[K+:25] |f:1.2,3.4.5,7.8.9.10.11.12|. Procedure: A mixed ethanolamine-potassium carboxylate surfactant system was formulated by reacting 10 grams of tallow acid (product T1 from Procter and Gamble) with 1.3 grams of ethanolamine in sufficient water in the presence of 40 grams of potassium stearate (Norac Inc.) and 40 grams of potassium carbonate to yield one litre of a viscous, cloudy suspension. FIG. 11 shows the shear viscosity of the suspension for shear rates in the range from 0.1 s−1 to 100 s−1 at temperatures from 25 to 120° C. The visco... The reactants are C1(CCC(=O)O1)=O (succinic anhydride), CN(CCN)C (2-dimethylaminoethylamine), O1CCOCC1 (dioxane). Solvent: C(C)C(=O)C (methyl ethyl ketone). Run at time 18 hour. Yields the product CN(CCNC(CCC(=O)O)=O)C (N-(2-dimethylaminoethyl)succinamic acid). RXN SMILES: [C:1]1(=[O:7])[O:6][C:4](=[O:5])[CH2:3][CH2:2]1.[CH3:8][N:9]([CH3:13])[CH2:10][CH2:11][NH2:12].O1CCOCC1>C(C(C)=O)C>[CH3:8][N:9]([CH3:13])[CH2:10][CH2:11][NH:12][C:1](=[O:7])[CH2:2][CH2:3][C:4]([OH:6])=[O:5]. Procedure: 1.4 g of succinic anhydride and then 1.5 cm3 of 2-dimethylaminoethylamine are added to 15 cm3 of dioxane. After stirring for 18 hours at room temperature, the solvent is evaporated under reduced pressure (2.7 kPa) at 20° C., to give a residue which is taken up hot in 40 cm3 of methyl ethyl ketone. After cooling, the solubilized fraction is removed. The residual gum is crystallized hot from 15 cm3 of acetone. After filtration, the solid is rinsed with a minimum of acetone and then with diethyl et...